Dataset: the Open Reaction Database (ORD), a public repository of structured organic reaction records. Task: describe an organic reaction: reactants, conditions, products, and yield Reactants: CCOC(=O)c1cnc(Cl)c(C)c1, Cc1cc(C(=O)O)cnc1CC(C)C, CC=CB(O)O. Product: CCCc1ncc(C(=O)O)cc1C. As a reaction SMILES: [CH2:15]([O:16][C:17](=[O:18])[c:19]1[cH:20][c:21]([CH3:22])[c:23]([Cl:24])[n:25][cH:26]1)[CH3:27].[CH2:1]([CH:2]([CH3:3])[CH3:4])[c:5]1[n:6][cH:7][c:8]([C:9](=[O:10])[OH:11])[cH:12][c:13]1[CH3:14].[CH:28]([B:29]([OH:30])[OH:31])=[CH:32][CH3:33]>>[CH2:1]([CH2:2][CH3:3])[c:5]1[n:6][cH:7][c:8]([C:9](=[O:10])[OH:11])[cH:12][c:13]1[CH3:14]. Reactants: CCN1C(=O)N(CCO)c2nc(N[C@@H]3CCC[C@H]3O)n(Cc4ccc(OC)c(Br)c4)c2C1=O, CN(C)c1ccc(cc1)B2OC(C)(C)C(C)(C)O2. The reagents and catalysts are CCN=P(N=P(N(C)C)(N(C)C)N(C)C)(N(C)C)N(C)C (P2-Et), CC(C)c1cc(C(C)C)c(-c2ccccc2[PH](C(C)(C)C)(C(C)(C)C)[Pd]2(OS(C)(=O)=O)Nc3ccccc3-c3ccccc32)c(C(C)C)c1 (tBuXphos G3). Run in CS(C)=O (DMSO), O (water), CS(C)=O (DMSO), CS(C)=O (DMSO), CS(C)=O (DMSO). Conditions: time 22 hour. Product: CCN1C(=O)N(CCO)c2nc(N[C@@H]3CCC[C@H]3O)n(Cc4ccc(OC)c(c4)c5ccc(cc5)N(C)C)c2C1=O, CCN1C(=O)N(CCO)c2nc(N[C@@H]3CCC[C@H]3O)n(Cc4ccc(OC)c(Br)c4)c2C1=O, c1ccc(-c2ccccc2)cc1. Solvent: N1=CC=CC2=CC=CC=C12 (quinoline). Product: FC1=CC=C(C=C1)C1=COC=2C1=NC=CC2 (3-(4-fluorophenyl)-furo[3,2-b]pyridine). The reactants are C(=O)(O)C1=C(C2=NC=CC=C2O1)C1=CC=C(C=C1)F (2-carboxy-3-(4-fluorophenyl)-furo[3,2-b]pyridine). Reported procedure: A mixture of 2-carboxy-3-(4-fluorophenyl)-furo[3,2-b]pyridine (1.8 g, 7 mmol), copper metal (0.56 g, 8.81 mmol) in quinoline (10 ml) was heated at reflux. After 45 min., the reaction was cooled to room temperature and the product was extracted into water. The aqueous layer was acidified with hydrochloric acid and acetic acid. The product was filtered and dissolved in ether. The ether layer was dried over sodium sulfate and concentrated in vacua. Purification by flash chromatography using ethyl a... Reaction SMILES: C([C:4]1[O:12][C:11]2[C:6](=[N:7][CH:8]=[CH:9][CH:10]=2)[C:5]=1[C:13]1[CH:18]=[CH:17][C:16]([F:19])=[CH:15][CH:14]=1)(O)=O>N1C2C(=CC=CC=2)C=CC=1.[Cu]>[F:19][C:16]1[CH:15]=[CH:14][C:13]([C:5]2[C:6]3=[N:7][CH:8]=[CH:9][CH:10]=[C:11]3[O:12][CH:4]=2)=[CH:18][CH:17]=1. Yield: 57.0%. Reagents/catalysts: [Cu] (copper). Run at time 45 minute. Reactants: NCCN, C[Al](C)C, Cc1ccccc1, N#CCN1CN(c2ccccc2)C2(CCN(C(=O)c3cc(C(F)(F)F)cc(C(F)(F)F)c3)CC2)C1=O. Yields the product O=C(c1cc(C(F)(F)F)cc(C(F)(F)F)c1)N1CCC2(CC1)C(=O)N(CC1=NCCN1)CN2c1ccccc1. As a reaction SMILES: [CH2:5]([CH2:6][NH2:7])[NH2:8].[CH3:1][Al:2]([CH3:3])[CH3:4].[CH3:45][c:46]1[cH:47][cH:48][cH:49][cH:50][cH:51]1.[F:9][C:10]([c:11]1[cH:12][c:13]([C:14](=[O:15])[N:16]2[CH2:17][CH2:18][C:19]3([C:20](=[O:33])[N:21]([CH2:30][C:31]#[N:32])[CH2:22][N:23]3[c:24]3[cH:25][cH:26][cH:27][cH:28][cH:29]3)[CH2:34][CH2:35]2)[cH:36][c:37]([C:39]([F:40])([F:41])[F:42])[cH:38]1)([F:43])[F:44]>>[CH2:5]1[CH2:6][NH:7][C:31]([CH2:30][N:21]2[C:20](=[O:33])[C:19]3([CH2:18][CH2:17][N:16]([C:14]([c:13]4[cH:12][c:11]([C:10]([F:9])([F:43])[F:44])[cH:38][c:37]([C:39]([F:40])([F:41])[F:42])[cH:36]4)=[O:15])[CH2:35][CH2:34]3)[N:23]([c:24]3[cH:25][cH:26][cH:27][cH:28][cH:29]3)[CH2:22]2)=[N:32]1. Reactants: FC1=C(C=CC=C1)C1=CC=C(S1)C=CC(=O)O (3-[5-(2-fluoro-phenyl)-thiophen-2-yl]-acrylic acid), CO (methanol). Reagents/catalysts: [Pd] (palladium on carbon). Conditions: time 7 day. Yields the product COC(CCC=1SC(=CC1)C1=C(C=CC=C1)F)=O (3-[5-(2-Fluoro-phenyl)-thiophen-2-yl]-propionic acid methyl ester). RXN SMILES: [F:1][C:2]1[CH:7]=[CH:6][CH:5]=[CH:4][C:3]=1[C:8]1[S:12][C:11]([CH:13]=[CH:14][C:15]([OH:17])=[O:16])=[CH:10][CH:9]=1.[CH3:18]O>[Pd]>[CH3:18][O:16][C:15](=[O:17])[CH2:14][CH2:13][C:11]1[S:12][C:8]([C:3]2[CH:4]=[CH:5][CH:6]=[CH:7][C:2]=2[F:1])=[CH:9][CH:10]=1. Procedure details: 100 mg of 5% palladium on carbon were added to a solution of 5 g (20.1 mmol) of 3-[5-(2-fluoro-phenyl)-thiophen-2-yl]-acrylic acid in 200 ml of methanol, and the reaction mixture was hydrogenated at atmospheric pressure and room temperature for 7 days. The mixture was filtered and evaporated. The product was purified by silica gel chromatography. Yield: 2.9 g. Starting materials: C1(=CC=C(C=C1)S(=O)(=O)Cl)C (p-toluene sulfonyl chloride), COCCOCCOCCO (TEG), glass, [OH-].[Na+] (sodium hydroxide), COCCOCCOCCO (triethyleneglycol monomethyl ether), C1(=CC=C(C=C1)S(=O)(=O)Cl)C (p-toluene sulfonyl chloride), glass. Reagents/catalysts: [Cl-].C(C1=CC=CC=C1)[N+](CC)(CC)CC (benzyltriethyl ammonium chloride). Solvent: C(Cl)Cl (methylene chloride), O (water), C(Cl)Cl (methylene chloride). Conditions: temperature 12.5 celsius, time 1 hour. Yields the product CC1=CC=C(C=C1)S(=O)(=O)OCCOCCOCCOC (2-(2-(2-methoxyethoxy)ethoxy)ethyl 4-methylbenzenesulfonate). Reaction SMILES: [C:1]1([CH3:11])[CH:6]=[CH:5][C:4]([S:7](Cl)(=[O:9])=[O:8])=[CH:3][CH:2]=1.[OH-].[Na+].[CH3:14][O:15][CH2:16][CH2:17][O:18][CH2:19][CH2:20][O:21][CH2:22][CH2:23][OH:24]>[Cl-].C([N+](CC)(CC)CC)C1C=CC=CC=1.C(Cl)Cl.O>[CH3:11][C:1]1[CH:6]=[CH:5][C:4]([S:7]([O:24][CH2:23][CH2:22][O:21][CH2:20][CH2:19][O:18][CH2:17][CH2:16][O:15][CH3:14])(=[O:9])=[O:8])=[CH:3][CH:2]=1 |f:1.2,4.5|. Procedure: A 300 gallon glass lined reactor was charged with p-toluene sulfonyl chloride (2) and methylene chloride. A second 300 gallon glass lined reactor was charged with USP water, sodium hydroxide, methylene chloride, triethyleneglycol monomethyl ether (TEG) (1), and benzyltriethyl ammonium chloride. The p-toluene sulfonyl chloride solution was slowly added over 2 hours to the TEG solution while maintaining a temperature of 0-25° C. The reaction mixture was agitated for 1 hour and sampled for reaction... Yield: 75.8%. Reaction conditions: time 3.5 hour. Yields the product C1(=CC=CC=C1)C(C1=CC=CC=C1)OC(=O)C=1N2C([C@H]([C@H]2SCC1CSC1=NN2C(=NC(=CC2=O)C)S1)NC(\C(=N/O)\C=1N=C(SC1N)C(C1=CC=CC=C1)(C1=CC=CC=C1)C1=CC=CC=C1)=O)=O ((6R,7R)-7-[2-(2-triphenylmethyl-amino-4-thiazolyl)-2-(Z-hydroxyimino)acetamido]-3-[(7-methyl-5-oxo-5H-1,3,4-thiadiazolo[3,2-a]-pyrimidin-2-yl)thiomethyl]-8-oxo-5-thia-1-azabicyclo [4.2.0]oct-2-ene-2-carboxylic acid diphenylmethyl ester). Run in CC(=O)C (acetone). Procedure: To a solution of the product obtained in Step 3 (1.5 g) in acetone (12 ml) was added 1 N hydrochloric acid (2.6 ml), and the resulting solution was stirred at room temperature for 3.5 hours. Ethyl acetate was added to the solution, and the organic layer was washed with water, 5% sodium bicarbonate solution and brine in that order, and dried over anhydrous sodium sulfate. The dried solution was concentrated under reduced pressure, and the residue was purified by silica gel column chromatography, ... The reactants are C1(=CC=CC=C1)C(C1=CC=CC=C1)OC(=O)C=1N2C([C@H]([C@H]2SCC1CSC1=NN2C(=NC(=CC2=O)C)S1)NC(\C(=N/OC(C)(C)OC)\C=1N=C(SC1N)C(C1=CC=CC=C1)(C1=CC=CC=C1)C1=CC=CC=C1)=O)=O ((6R,7R)-7-[2-(2-triphenylmethyl-amino-4-thiazolyl)-2-[Z-(l-methoxy-l-methyl-ethyl)oxyimino]acetamido]-3-[(7-methyl-5-oxo-5H-1,3,4-thiadiazolo[3,2-a]pyrimidin-2-yl)thio-methyl]-8-oxo-5-thia-l-azabicyclo[4.2.0]oct-2-ene-2-carboxylic acid diphenylmethyl ester), Cl (hydrochloric acid), C(C)(=O)OCC (Ethyl acetate). As a reaction SMILES: [C:1]1([CH:7]([O:14][C:15]([C:17]2[N:18]3[C@H:21]([S:22][CH2:23][C:24]=2[CH2:25][S:26][C:27]2[S:37][C:30]4=[N:31][C:32]([CH3:36])=[CH:33][C:34](=[O:35])[N:29]4[N:28]=2)[C@H:20]([NH:38][C:39](=[O:73])/[C:40](/[C:48]2[N:49]=[C:50]([C:54]([C:67]4[CH:72]=[CH:71][CH:70]=[CH:69][CH:68]=4)([C:61]4[CH:66]=[CH:65][CH:64]=[CH:63][CH:62]=4)[C:55]4[CH:60]=[CH:59][CH:58]=[CH:57][CH:56]=4)[S:51][C:52]=2[NH2:53])=[N:41]\[O:42]C(OC)(C)C)[C:19]3=[O:74])=[O:16])[C:8]2[CH:13]=[CH:12][CH:11]=[CH:10][CH:9]=2)[CH:6]=[CH:5][CH:4]=[CH:3][CH:2]=1.Cl.C(OCC)(=O)C>CC(C)=O>[C:1]1([CH:7]([O:14][C:15]([C:17]2[N:18]3[C@H:21]([S:22][CH2:23][C:24]=2[CH2:25][S:26][C:27]2[S:37][C:30]4=[N:31][C:32]([CH3:36])=[CH:33][C:34](=[O:35])[N:29]4[N:28]=2)[C@H:20]([NH:38][C:39](=[O:73])/[C:40](/[C:48]2[N:49]=[C:50]([C:54]([C:55]4[CH:56]=[CH:57][CH:58]=[CH:59][CH:60]=4)([C:67]4[CH:68]=[CH:69][CH:70]=[CH:71][CH:72]=4)[C:61]4[CH:62]=[CH:63][CH:64]=[CH:65][CH:66]=4)[S:51][C:52]=2[NH2:53])=[N:41]\[OH:42])[C:19]3=[O:74])=[O:16])[C:8]2[CH:9]=[CH:10][CH:11]=[CH:12][CH:13]=2)[CH:2]=[CH:3][CH:4]=[CH:5][CH:6]=1. The reactants are P(=O)(O)(O)OC[C@@H]1[C@H]([C@H]([C@@H](O1)N1C(=NC=2C(N)=NC=NC12)NCCN)O)O (8-(2-aminoethyl)aminoadenosine-5'-monophosphate), 1-fluoro-4-dinitrobenzene, FC1=C(C=C(C=C1)[N+](=O)[O-])[N+](=O)[O-] (1-fluoro-2,4-dinitrobenzene), [OH-].[Na+] (sodium hydroxide), C([O-])(O)=O.[Na+] (sodium bicarbonate), Cl (hydrochloric acid). Solvent: C(C)O (ethanol), CC(=O)C (acetone), O (water). Reaction conditions: time 18 hour. Yields the product P(=O)(O)(O)OC[C@@H]1[C@H]([C@H]([C@@H](O1)N1C(=NC=2C(N)=NC=NC12)NCCNC1=C(C=C(C=C1)[N+](=O)[O-])[N+](=O)[O-])O)O (8-[2-(2,4-dinitrophenyl)aminoethyl]aminoadenosine-5'-monophosphate). Reaction SMILES: [P:1]([O:5][CH2:6][C@H:7]1[O:11][C@@H:10]([N:12]2[C:21]3[N:20]=[CH:19][N:18]=[C:16]([NH2:17])[C:15]=3[N:14]=[C:13]2[NH:22][CH2:23][CH2:24][NH2:25])[C@H:9]([OH:26])[C@@H:8]1[OH:27])([OH:4])([OH:3])=[O:2].[OH-].[Na+].C(=O)(O)[O-].[Na+].F[C:36]1[CH:41]=[CH:40][C:39]([N+:42]([O-:44])=[O:43])=[CH:38][C:37]=1[N+:45]([O-:47])=[O:46].Cl>O.C(O)C.CC(C)=O>[P:1]([O:5][CH2:6][C@H:7]1[O:11][C@@H:10]([N:12]2[C:21]3[N:20]=[CH:19][N:18]=[C:16]([NH2:17])[C:15]=3[N:14]=[C:13]2[NH:22][CH2:23][CH2:24][NH:25][C:40]2[CH:41]=[CH:36][C:37]([N+:45]([O-:47])=[O:46])=[CH:38][C:39]=2[N+:42]([O-:44])=[O:43])[C@H:9]([OH:26])[C@@H:8]1[OH:27])([OH:3])([OH:4])=[O:2] |f:1.2,3.4|. Procedure details: 8-(2-aminoethyl)aminoadenosine-5'-monophosphate from Part A of this Example (0.64 mmol) was dissolved in 20 ml water by addition of sodium hydroxide to pH 8.0. Then 168 mg sodium bicarbonate was added, followed by 0.2 ml 1-fluoro-4-dinitrobenzene (1.58 mmol dissolved in 2 ml ethanol). The reaction was stirred for 18 hr at room temperature and then 0.1 ml 1-fluoro-2,4-dinitrobenzene in 1 ml ethanol was added. After stirring for an additional 4 hrs, the mixture was adjusted to pH 2.0 with hydrochl...